The task is: describe an organic reaction: reactants, conditions, products, and yield. This data is from the Open Reaction Database (ORD), a public repository of structured organic reaction records. The reactants are I.CSC(=N)C=1SC=CC1 (thiophene-2-carboximidothioic acid methyl ester hydroiodide), CN1[C@@H](CCC1)CN1C=CC2=CC(=CC=C12)N ((S)-1-((1-Methylpyrrolidin-2-yl)methyl)-1H-indol-5-amine). Solvent: C(C)O (ethanol). Conditions: time 17 hour. Yields the product N (NH3), CN1[C@@H](CCC1)CN1C=CC2=CC(=CC=C12)NC(=N)C=1SC=CC1 ((S)—N-(1-((1-Methylpyrrolidin-2-yl)methyl)-1H-indol-5-yl)thiophene-2-carboximidamide). Yield: 62.6%. RXN SMILES: [CH3:1][N:2]1[CH2:6][CH2:5][CH2:4][C@H:3]1[CH2:7][N:8]1[C:16]2[C:11](=[CH:12][C:13]([NH2:17])=[CH:14][CH:15]=2)[CH:10]=[CH:9]1.I.CS[C:21]([C:23]1[S:24][CH:25]=[CH:26][CH:27]=1)=[NH:22]>C(O)C>[NH3:2].[CH3:1][N:2]1[CH2:6][CH2:5][CH2:4][C@H:3]1[CH2:7][N:8]1[C:16]2[C:11](=[CH:12][C:13]([NH:17][C:21]([C:23]3[S:24][CH:25]=[CH:26][CH:27]=3)=[NH:22])=[CH:14][CH:15]=2)[CH:10]=[CH:9]1 |f:1.2|. Procedure details: compound 103 (65 mg, 0.283 mmol) is charged to a small, argon purged flask fitted with a magnetic stir bar. Anhydrous ethanol (7 mL) and thiophene-2-carboximidothioic acid methyl ester hydroiodide (121.2 mg, 0.425 mmol) are added to the flask and the reaction was stirred under argon at ambient temperature for 17 hours, at which time the solvent was evaporated and the residue was partitioned between H2O and ethyl acetate and 1M sodium hydroxide solution added to adjust pH to 9. The mixture was tr... Starting materials: S(=O)(=O)(O)O.NC(NCCCCN)=N (Agmatine sulfate), [N+](=O)([O-])C=1C=CC=C2C=NNC12 (7-nitroindazole), C(=NN)(N)N (aminoguanidine), C(CCNC(=N)N)CNC(=N)N.OS(=O)(=O)O (arcaine sulfate). Reported procedure: Agmatine sulfate, aminoguanidine, arcaine sulfate, and 7-nitroindazole were purchased from Sigma Chemical Co. (St. Louis, Mo.). Other agmatine analogues were obtained from a variety of sources. A racemic mixture of alpha-vinylargine was synthesized according to the method of Pederson et al. (1993). Compounds CS51, R74, TRV187, TRV162, G3, and RO5 (see FIG. 1) were obtained from and produced using the methods of Carmignani et al. (2001). The synthesis of 3-aminopropylguanidine and trans-4-aminocy... Yields the product NC(NCCCCN)=N (agmatine). As a reaction SMILES: S(O)(O)(=O)=O.[NH2:6][C:7](=[NH:14])[NH:8][CH2:9][CH2:10][CH2:11][CH2:12][NH2:13].C(N)(N)=NN.C(CNC(N)=N)CCNC(N)=N.OS(O)(=O)=O.[N+](C1C=CC=C2C=1NN=C2)([O-])=O>>[NH2:14][C:7](=[NH:6])[NH:8][CH2:9][CH2:10][CH2:11][CH2:12][NH2:13] |f:0.1,3.4|. Reactants: C(#N)CC(N)=S (2-cyanoethanethioamide), BrCC (bromoethane), [O-]CC.[Na+] (sodium ethoxide), NC1=C(C(=O)O)C=CC(=C1)Cl (2-amino-4-chlorobenzoic acid). Conditions: time 6 hour. The product is ClC1=CC=C2C(N=C(NC2=C1)CC#N)=O (2-(7-chloro-4-oxo-1,4-dihydroquinazolin-2-yl)acetonitrile). Isolated yield 18.5%. Reaction SMILES: [C:1]([CH2:3][C:4](=S)[NH2:5])#[N:2].BrCC.[O-]CC.[Na+].[NH2:14][C:15]1[CH:23]=[C:22]([Cl:24])[CH:21]=[CH:20][C:16]=1[C:17]([OH:19])=O>>[Cl:24][C:22]1[CH:23]=[C:15]2[C:16]([C:17](=[O:19])[N:5]=[C:4]([CH2:3][C:1]#[N:2])[NH:14]2)=[CH:20][CH:21]=1 |f:2.3|. Procedure details: 2-cyanoethanethioamide (300 mg, 3.00 mmol) and bromoethane (299 μL, 4.00 mmol) were added to an ethanolic solution of sodium ethoxide (4.00 mmol, 3 mL). The resulting mixture was stirred for 6 hours, 2-amino-4-chlorobenzoic acid (500 mg, 2.91 mmol) was added, and the reaction was refluxed overnight with stirring. A solid precipitate formed upon cooling of the reaction mixture, which was recovered by vacuum filtration and washed sequentially with ethanol, water, ethanol, and diethyl ether. The so...